Task: describe an organic reaction: reactants, conditions, products, and yield. Dataset: the Open Reaction Database (ORD), a public repository of structured organic reaction records The reactants are C(C(=O)OCC)(=O)OCC (diethyl oxalate), [Cl-].[NH4+] (ammonium chloride), C(C1=CC=CC=C1)N1CCN(CC1)C=1C=C(C=CC1)NC(C(C)(C)C)=O (N-[3-(4-benzyl-piperazin-1-yl)-phenyl]-2,2-dimethyl-propionamide), N,N,N′N′-tetramethylethylenediamine, C(CCC)[Li] (n-butyllithium). Solvent: O1CCCC1 (tetrahydrofuran). Conditions: temperature 15 celsius, time 3 hour. The product is C(C)OC(C(=O)C1=C(C=CC=C1NC(C(C)(C)C)=O)N1CCN(CC1)CC1=CC=CC=C1)=O ([2-(4-Benzyl-piperazin-1-yl)-6-(2,2-dimethyl-propionylamino)-phenyl]oxo-acetic acid ethyl ester). The yield is 48.5%. RXN SMILES: [CH2:1]([N:8]1[CH2:13][CH2:12][N:11]([C:14]2[CH:15]=[C:16]([NH:20][C:21](=[O:26])[C:22]([CH3:25])([CH3:24])[CH3:23])[CH:17]=[CH:18][CH:19]=2)[CH2:10][CH2:9]1)[C:2]1[CH:7]=[CH:6][CH:5]=[CH:4][CH:3]=1.C([Li])CCC.[C:32](OCC)(=[O:38])[C:33]([O:35][CH2:36][CH3:37])=[O:34].[Cl-].[NH4+]>O1CCCC1>[CH2:36]([O:35][C:33](=[O:34])[C:32]([C:15]1[C:16]([NH:20][C:21](=[O:26])[C:22]([CH3:23])([CH3:25])[CH3:24])=[CH:17][CH:18]=[CH:19][C:14]=1[N:11]1[CH2:10][CH2:9][N:8]([CH2:1][C:2]2[CH:7]=[CH:6][CH:5]=[CH:4][CH:3]=2)[CH2:13][CH2:12]1)=[O:38])[CH3:37] |f:3.4|. Reported procedure: Under a nitrogen atmosphere, a solution of N-[3-(4-benzyl-piperazin-1-yl)-phenyl]-2,2-dimethyl-propionamide (2.4 g, 6.8 mmol) and N,N,N′N′-tetramethylethylenediamine (3.2 g, 27.4 mmol) in tetrahydrofuran (24 mL) was stirred for 15 minutes at 0° C., n-butyllithium (2.5M in hexane) (11 mL, 27.5 mmol) was added dropwise, and the mixture stirred for 3 hours at 15° C. The mixture was then cooled to −78° C., and diethyl oxalate (4.0 g, 27.4 mmol) was added. The mixture was stirred at −20° C. for 30 mi... Reactants: FC=1C=CC(=C(C1)NC1=NC=CC=C1)[N+](=O)[O-] ((5-fluoro-2-nitrophenyl)pyridin-2-yl-amine). Run in CCOC(=O)C (EtOAc). Reaction conditions: time 18 hour. Product: FC=1C=C(C(=CC1)N)NC1=NC=CC=C1 (4-Fluoro-N2-pyridin-2-ylbenzene-1,2-diamine). Yield: 108.8%. As a reaction SMILES: [F:1][C:2]1[CH:3]=[CH:4][C:5]([N+:15]([O-])=O)=[C:6]([NH:8][C:9]2[CH:14]=[CH:13][CH:12]=[CH:11][N:10]=2)[CH:7]=1>CCOC(C)=O>[F:1][C:2]1[CH:7]=[C:6]([NH:8][C:9]2[CH:14]=[CH:13][CH:12]=[CH:11][N:10]=2)[C:5]([NH2:15])=[CH:4][CH:3]=1. Procedure details: A mixture of (5-fluoro-2-nitrophenyl)pyridin-2-yl-amine (255 mg, 1.09 mmol) in EtOAc (20 mL) was degassed with a stream of nitrogen prior to addition of 10% Pd/C (28 mg) and was stirred at RT under a hydrogen atmosphere for 18 h. The suspension was filtered through a phase separator and the filtrate concentrated in vacuo to afford the title compound as a black solid (241 mg, quantitative). 1H NMR (CDCl3, 400 MHz): δ 8.20-8.16 (1H, m), 7.51-7.44 (1H, m), 7.12-7.07 (1H, m), 6.78-6.72 (3H, m), 6.55... Starting materials: FC1=CC=C(CN)C=C1 (4-fluorobenzylamine), NCC1=NC=CC=C1 (2-(aminomethyl)pyridine), C(C1=CC=CC=C1)N1C(N(CC1)C=1SC(=C(N1)C)C(=O)O)=O (2-(3-benzyl-2-oxoimidazolidin-1-yl)-4-methylthiazole-5-carboxylic acid). Product: C(C1=CC=CC=C1)N1C(N(CC1)C=1SC(=C(N1)C)C(=O)NCC1=NC=CC=C1)=O (2-(3-benzyl-2-oxoimidazolidin-1-yl)-4-methyl-N-(pyridin-2-ylmethyl)thiazole-5-carboxamide). Isolated yield 43.0%. As a reaction SMILES: FC1C=CC(CN)=CC=1.[NH2:10][CH2:11][C:12]1[CH:17]=[CH:16][CH:15]=[CH:14][N:13]=1.[CH2:18]([N:25]1[CH2:29][CH2:28][N:27]([C:30]2[S:31][C:32]([C:36](O)=[O:37])=[C:33]([CH3:35])[N:34]=2)[C:26]1=[O:39])[C:19]1[CH:24]=[CH:23][CH:22]=[CH:21][CH:20]=1>>[CH2:18]([N:25]1[CH2:29][CH2:28][N:27]([C:30]2[S:31][C:32]([C:36]([NH:10][CH2:11][C:12]3[CH:17]=[CH:16][CH:15]=[CH:14][N:13]=3)=[O:37])=[C:33]([CH3:35])[N:34]=2)[C:26]1=[O:39])[C:19]1[CH:24]=[CH:23][CH:22]=[CH:21][CH:20]=1. Procedure details: Following the procedure as describe in Example 9, making variations as required to replace 4-fluorobenzylamine with 2-(aminomethyl)pyridine to react with 2-(3-benzyl-2-oxoimidazolidin-1-yl)-4-methylthiazole-5-carboxylic acid, the title compound was obtained as a white powder in 43% yield: mp 149-151° C.: 1H NMR (300 MHz, DMSO-d6) δ 8.52-8.46 (m, 2H), 7.72 (t, J=5.7 Hz, 1H), 7.39-7.19 (m, 7H), 4.49 (d, J=5.7 Hz, 2H), 4.40 (s, 2H), 3.97 (t, J=7.5 Hz, 2H), 3.42 (t, J=7.5 Hz, 2H), 2.46 (s, 3H): 13C ... Starting materials: O=C([O-])O, CCc1ccc(C=NO)cc1, CN(C)C=O, O=C1CCC(=O)N1Cl, C=C(c1cc(C(F)(F)F)cc(C(F)(F)F)c1)C(F)(F)F, [K+], O. Product: CCc1ccc(C2=NOC(c3cc(C(F)(F)F)cc(C(F)(F)F)c3)(C(F)(F)F)C2)cc1. RXN SMILES: [C:40](=[O:41])([O-:42])[OH:43].[CH2:1]([CH3:2])[c:3]1[cH:4][cH:5][c:6]([CH:7]=[N:8][OH:9])[cH:10][cH:11]1.[CH3:45][N:46]([CH3:47])[CH:48]=[O:49].[Cl:12][N:13]1[C:14](=[O:15])[CH2:16][CH2:17][C:18]1=[O:19].[F:20][C:21]([c:22]1[cH:23][c:24]([C:32](=[CH2:33])[C:34]([F:35])([F:36])[F:37])[cH:25][c:26]([C:28]([F:29])([F:30])[F:31])[cH:27]1)([F:38])[F:39].[K+:44].[OH2:50]>>[CH2:1]([CH3:2])[c:3]1[cH:4][cH:5][c:6]([C:7]2=[N:8][O:9][C:32]([c:24]3[cH:23][c:22]([C:21]([F:20])([F:38])[F:39])[cH:27][c:26]([C:28]([F:29])([F:30])[F:31])[cH:25]3)([C:34]([F:35])([F:36])[F:37])[CH2:33]2)[cH:10][cH:11]1.